This data is from the Open Reaction Database (ORD), a public repository of structured organic reaction records. The task is: describe an organic reaction: reactants, conditions, products, and yield Procedure details: To 72.0 g (172 mmol) of (+)-2-(2,4-difluoro-phenyl)-3-((4-methoxyphenyl)methylthio)-3-methyl-1-(1H-1,2,4-triazol-1-yl)butan-2-ol were added 18.6 g (172 mmol) of anisole and 1010 ml of trifluoroacetic acid in this order, followed by stirring at 70° C. for 1.5 hours. After allowing the mixture to cool, the solvent was removed by distillation under reduced pressure, and the residue was neutralized with a saturated sodium hydrogencarbonate aqueous solution, followed by extraction with dichloromethan... Product: FC1=C(C=CC(=C1)F)C(CN1N=CN=C1)(C(C)(C)S)O ((-)-2-(2,4-difluoro-phenyl)-3-mercapto-3-methyl-1-(1H-1,2,4-triazol-1-yl)butan-2-ol). Conditions: temperature 70 celsius, time 1.5 hour. Reactants: FC1=C(C=CC(=C1)F)C(CN1N=CN=C1)(C(C)(C)SCC1=CC=C(C=C1)OC)O ((+)-2-(2,4-difluoro-phenyl)-3-((4-methoxyphenyl)methylthio)-3-methyl-1-(1H-1,2,4-triazol-1-yl)butan-2-ol), C1(=CC=CC=C1)OC (anisole). Yield: 85.7%. Solvent: FC(C(=O)O)(F)F (trifluoroacetic acid). Reaction SMILES: [F:1][C:2]1[CH:7]=[C:6]([F:8])[CH:5]=[CH:4][C:3]=1[C:9]([OH:29])([C:16]([S:19]CC1C=CC(OC)=CC=1)([CH3:18])[CH3:17])[CH2:10][N:11]1[CH:15]=[N:14][CH:13]=[N:12]1.C1(OC)C=CC=CC=1>FC(F)(F)C(O)=O>[F:1][C:2]1[CH:7]=[C:6]([F:8])[CH:5]=[CH:4][C:3]=1[C:9]([OH:29])([C:16]([SH:19])([CH3:17])[CH3:18])[CH2:10][N:11]1[CH:15]=[N:14][CH:13]=[N:12]1. Starting materials: ClC1=CC=C(C=C1)C(=CC=CC(=O)NC1=CC=C(C(=O)OCC)C=C1)C1=CC=C(C=C1)Cl (p-[5,5-bis(p-chlorophenyl)-2,4-pentadienamido]benzoic acid, ethyl ester), [OH-].[Na+] (sodium hydroxide). Run in C(C)O (ethanol). The product is ClC1=CC=C(C=C1)C(=CC=CC(=O)NC1=CC=C(C(=O)O)C=C1)C1=CC=C(C=C1)Cl (4-[5,5-Bis(p-chlorophenyl)-2,4-pentadienamido]benzoic acid). Reaction SMILES: [Cl:1][C:2]1[CH:7]=[CH:6][C:5]([C:8]([C:26]2[CH:31]=[CH:30][C:29]([Cl:32])=[CH:28][CH:27]=2)=[CH:9][CH:10]=[CH:11][C:12]([NH:14][C:15]2[CH:25]=[CH:24][C:18]([C:19]([O:21]CC)=[O:20])=[CH:17][CH:16]=2)=[O:13])=[CH:4][CH:3]=1.[OH-].[Na+]>C(O)C>[Cl:1][C:2]1[CH:3]=[CH:4][C:5]([C:8]([C:26]2[CH:31]=[CH:30][C:29]([Cl:32])=[CH:28][CH:27]=2)=[CH:9][CH:10]=[CH:11][C:12]([NH:14][C:15]2[CH:25]=[CH:24][C:18]([C:19]([OH:21])=[O:20])=[CH:17][CH:16]=2)=[O:13])=[CH:6][CH:7]=1 |f:1.2|. Reported procedure: A mixture of 4.0 g. of p-[5,5-bis(p-chlorophenyl)-2,4-pentadienamido]benzoic acid, ethyl ester, 40 ml. of ethanol, and 10 ml. of 1N sodium hydroxide is heated at reflux for 4 hours, filtered while hot, 15 ml. of 1N hydrochloric acid are added, and the mixture is cooled in ice. The solid is collected, washed with water, dried and recrystallized from ethanol, giving 3.1 g. of the desired product, m.p. 273°-276° C. The reactants are COc1cc(C(N)=O)cc(OC)c1OC, S=P12SP3(=S)SP(=S)(S1)SP(=S)(S2)S3, c1ccccc1. Yields the product COc1cc(C(N)=S)cc(OC)c1OC. Reaction SMILES: [CH3:1][O:2][c:3]1[cH:4][c:5]([C:6](=[O:7])[NH2:8])[cH:9][c:10]([O:14][CH3:15])[c:11]1[O:12][CH3:13].[P:16]12(=[S:17])[S:18][P:19]3(=[S:29])[S:20][P:21](=[S:27])([S:22][P:23](=[S:26])([S:24]3)[S:25]1)[S:28]2.[cH:30]1[cH:31][cH:32][cH:33][cH:34][cH:35]1>>[CH3:1][O:2][c:3]1[cH:4][c:5]([C:6]([NH2:8])=[S:17])[cH:9][c:10]([O:14][CH3:15])[c:11]1[O:12][CH3:13]. Starting materials: COCCN(c1ccc(C(=O)O)c(Cl)c1)S(C)(=O)=O, Nc1ccc(Cl)c(-c2ccccn2)c1. The product is COCCN(c1ccc(C(=O)Nc2ccc(Cl)c(-c3ccccn3)c2)c(Cl)c1)S(C)(=O)=O. Reaction SMILES: [Cl:15][c:16]1[c:17]([C:18](=[O:19])[OH:20])[cH:21][cH:22][c:23]([N:25]([S:26](=[O:27])(=[O:28])[CH3:29])[CH2:30][CH2:31][O:32][CH3:33])[cH:24]1.[Cl:1][c:2]1[c:3](-[c:9]2[n:10][cH:11][cH:12][cH:13][cH:14]2)[cH:4][c:5]([NH2:6])[cH:7][cH:8]1>>[Cl:1][c:2]1[c:3](-[c:9]2[n:10][cH:11][cH:12][cH:13][cH:14]2)[cH:4][c:5]([NH:6][C:18]([c:17]2[c:16]([Cl:15])[cH:24][c:23]([N:25]([S:26](=[O:27])(=[O:28])[CH3:29])[CH2:30][CH2:31][O:32][CH3:33])[cH:22][cH:21]2)=[O:19])[cH:7][cH:8]1. Reported procedure: HCl in dioxane (4.0M, 9 ml) was added drop-wise with stirring over 1 minute to (2R, 3S) (2-methyl-4-oxo-tetrahydrofuran-3-yl)carbamic acid tert-butyl ester (0.372 g, 1.73 mmol). The mixture was stirred for 20 minutes then the solvents evaporated in vacuo to leave a residue which was azeotroped with toluene (2×20 ml) to leave (4S, 5R) 4amino-5-methyl-dihydro-furan-3-one hydrochloride as a white solid (266 mg, 100%). HPLC-MS, Rt=0.419 mins, 116.1 [M+H]+). Run in O1CCOCC1 (dioxane). Isolated yield 100.0%. RXN SMILES: [ClH:1].C(OC(=O)[NH:8][C@@H:9]1[C:13](=[O:14])[CH2:12][O:11][C@@H:10]1[CH3:15])(C)(C)C>O1CCOCC1>[ClH:1].[NH2:8][C@H:9]1[C@@H:10]([CH3:15])[O:11][CH2:12][C:13]1=[O:14] |f:3.4|. The reactants are Cl (HCl), C(C)(C)(C)OC(N[C@H]1[C@H](OCC1=O)C)=O ((2R, 3S) (2-methyl-4-oxo-tetrahydrofuran-3-yl)carbamic acid tert-butyl ester). The product is Cl.N[C@@H]1C(CO[C@@H]1C)=O ((4S, 5R) 4amino-5-methyl-dihydro-furan-3-one hydrochloride). Run at time 20 minute. Reactants: [H-].[Na+] (Sodium hydride), C(C)(C)(C)OC(=O)N1CCC(CC1)O (4-hydroxy-piperidine-1-carboxylic acid tert-butyl ester), BrC1=CC=C(C2=C1C=C(O2)CBr)OC (4-bromo-2-bromomethyl-7-methoxybenzofuran). Run in CN(C=O)C (N,N-dimethylformamide). Run at time 8 hour. Product: C(C)(C)(C)OC(=O)N1CCC(CC1)OCC=1OC2=C(C1)C(=CC=C2OC)Br (4-(4-Bromo-7-methoxybenzofuran-2-ylmethoxy)-piperidine-1-carboxylic Acid tert-butyl Ester). Isolated yield 37.2%. RXN SMILES: [H-].[Na+].[C:3]([O:7][C:8]([N:10]1[CH2:15][CH2:14][CH:13]([OH:16])[CH2:12][CH2:11]1)=[O:9])([CH3:6])([CH3:5])[CH3:4].[Br:17][C:18]1[C:23]2[CH:24]=[C:25]([CH2:27]Br)[O:26][C:22]=2[C:21]([O:29][CH3:30])=[CH:20][CH:19]=1>CN(C)C=O>[C:3]([O:7][C:8]([N:10]1[CH2:15][CH2:14][CH:13]([O:16][CH2:27][C:25]2[O:26][C:22]3[C:21]([O:29][CH3:30])=[CH:20][CH:19]=[C:18]([Br:17])[C:23]=3[CH:24]=2)[CH2:12][CH2:11]1)=[O:9])([CH3:6])([CH3:4])[CH3:5] |f:0.1|. Procedure: Sodium hydride (72 mg of a 60% dispersion in oil) was added to a stirred solution of 4-hydroxy-piperidine-1-carboxylic acid tert-butyl ester (363 mg) in N,N-dimethylformamide (10 ml) under an inert atmosphere at ambient temperature. After stirring for 30 minutes 4-bromo-2-bromomethyl-7-methoxybenzofuran (526 mg) was added and the reaction stirred overnight. The reaction mixture was preadsorbed onto silica and purified by column chromatography eluting with 25% ethyl acetate in hexane to afford th...